From a dataset of the Open Reaction Database (ORD), a public repository of structured organic reaction records. describe an organic reaction: reactants, conditions, products, and yield Starting materials: C(C)OC(=O)C=1C=C2CC(C(NC2=CC1)C1=CC(=CC=C1)Br)(C)C (2-(3-bromo-phenyl)-3,3-dimethyl-1,2,3,4-tetrahydro-quinoline-6-carboxylic acid ethyl ester), C([O-])([O-])=O.[Cs+].[Cs+] (cesium carbonate), Cl.CC1=C(C=CC(=C1)C)N1CCNCC1 (1-(2,4-dimethyl-phenyl)-piperazine hydrochloride). Reagents/catalysts: C(C)(=O)[O-].[Pd+2].C(C)(=O)[O-] (palladium acetate), CC1(C2=C(C(=CC=C2)P(C3=CC=CC=C3)C4=CC=CC=C4)OC5=C(C=CC=C51)P(C6=CC=CC=C6)C7=CC=CC=C7)C (xantphos). Solvent: C1(=CC=CC=C1)C (toluene). Conditions: temperature 120 celsius, time 12 hour. Yields the product C(C)OC(=O)C=1C=C2CC(C(NC2=CC1)C1=CC(=CC=C1)N1CCN(CC1)C1=C(C=C(C=C1)C)C)(C)C (2-{3-[4-(2,4-dimethyl-phenyl)-piperazin-1-yl]-phenyl}-3,3-dimethyl-1,2,3,4-tetrahydro-quinoline-6-carboxylic acid ethyl ester). The yield is 40.2%. RXN SMILES: [CH2:1]([O:3][C:4]([C:6]1[CH:7]=[C:8]2[C:13](=[CH:14][CH:15]=1)[NH:12][CH:11]([C:16]1[CH:21]=[CH:20][CH:19]=[C:18](Br)[CH:17]=1)[C:10]([CH3:24])([CH3:23])[CH2:9]2)=[O:5])[CH3:2].C(=O)([O-])[O-].[Cs+].[Cs+].Cl.[CH3:32][C:33]1[CH:38]=[C:37]([CH3:39])[CH:36]=[CH:35][C:34]=1[N:40]1[CH2:45][CH2:44][NH:43][CH2:42][CH2:41]1>C1(C)C=CC=CC=1.C([O-])(=O)C.[Pd+2].C([O-])(=O)C.CC1(C)C2C(=C(P(C3C=CC=CC=3)C3C=CC=CC=3)C=CC=2)OC2C(P(C3C=CC=CC=3)C3C=CC=CC=3)=CC=CC1=2>[CH2:1]([O:3][C:4]([C:6]1[CH:7]=[C:8]2[C:13](=[CH:14][CH:15]=1)[NH:12][CH:11]([C:16]1[CH:21]=[CH:20][CH:19]=[C:18]([N:43]3[CH2:44][CH2:45][N:40]([C:34]4[CH:35]=[CH:36][C:37]([CH3:39])=[CH:38][C:33]=4[CH3:32])[CH2:41][CH2:42]3)[CH:17]=1)[C:10]([CH3:24])([CH3:23])[CH2:9]2)=[O:5])[CH3:2] |f:1.2.3,4.5,7.8.9|. Reported procedure: To a mixture of 2-(3-bromo-phenyl)-3,3-dimethyl-1,2,3,4-tetrahydro-quinoline-6-carboxylic acid ethyl ester (388 mg, 1 mmol), palladium acetate (6.73 mg, 0.03 mmol), cesium carbonate (0.65 g, 2 mmol), xantphos (23 mg, 0.04 mmol) and 1-(2,4-dimethyl-phenyl)-piperazine hydrochloride (285 mg, 1.5 mmol) in toluene (10 mL) was stirred at 120° C. for 12 hours. Then the reaction mixture was concentrated in vacuo and the residue was extracted with ethyl acetate (2×100 mL), washed with saturated aqueous s...